From a dataset of the Open Reaction Database (ORD), a public repository of structured organic reaction records. describe an organic reaction: reactants, conditions, products, and yield The reactants are C(C)OC(=O)C1=CC2=C(N(C(=N2)C=2C=C3C(=CC(=NC3=CC2)C2=CC=CC=C2)Cl)C2CCCCC2)C=C1 (2-(4-chloro-2-phenyl-quinolin-6-yl)-1-cyclohexyl-1H-benzoimidazole-5-carboxylic acid ethyl ester), NN (hydrazine), C1(CCCCC1)N1C(=NC2=C1C=CC(=C2)C(=O)O)C=2C=C1C(=CC(=NC1=CC2)C2=CC=CC=C2)N(C)C (1-Cyclohexyl-2-(4-dimethylamino-2-phenyl-quinolin-6-yl)-1H-benzoimidazole-5-carboxylic acid). Product: C1(CCCCC1)N1C(=NC2=C1C=CC(=C2)C(=O)O)C=2C=C1C(=CC(=NC1=CC2)C2=CC=CC=C2)NN (1-Cyclohexyl-2-(4-hydrazino-2-phenyl-quinolin-6-yl)-1H-benzoimidazole-5-carboxylic acid). RXN SMILES: C([O:3][C:4]([C:6]1[CH:37]=[CH:36][C:9]2[N:10]([CH:30]3[CH2:35][CH2:34][CH2:33][CH2:32][CH2:31]3)[C:11]([C:13]3[CH:14]=[C:15]4[C:20](=[CH:21][CH:22]=3)[N:19]=[C:18]([C:23]3[CH:28]=[CH:27][CH:26]=[CH:25][CH:24]=3)[CH:17]=[C:16]4Cl)=[N:12][C:8]=2[CH:7]=1)=[O:5])C.[NH2:38][NH2:39].C1(N2C3C=CC(C(O)=O)=CC=3N=C2C2C=C3C(=CC=2)N=C(C2C=CC=CC=2)C=C3N(C)C)CCCCC1>>[CH:30]1([N:10]2[C:9]3[CH:36]=[CH:37][C:6]([C:4]([OH:3])=[O:5])=[CH:7][C:8]=3[N:12]=[C:11]2[C:13]2[CH:14]=[C:15]3[C:20](=[CH:21][CH:22]=2)[N:19]=[C:18]([C:23]2[CH:28]=[CH:27][CH:26]=[CH:25][CH:24]=2)[CH:17]=[C:16]3[NH:38][NH2:39])[CH2:31][CH2:32][CH2:33][CH2:34][CH2:35]1. Reported procedure: In this reaction 102 mg (0.2 mmol) of crude 2-(4-chloro-2-phenyl-quinolin-6-yl)-1-cyclohexyl-1H-benzoimidazole-5-carboxylic acid ethyl ester was reacted with hydrazine as the nucleophile as described for the preparation of Compound 481. Yield: 3.7 mg. The reactants are ICC=1N=C(OC1C)C1=CC(=CC=C1)C (4-iodomethyl-5-methyl-2-(3-methylphenyl)oxazole), CCOCC (ether), C(C=C)[C@H]1C[C@H](CCC1)O (cis-3-allylcyclohexanol), [H-].[Na+] (sodium hydride). Solvent: CN(C=O)C (dimethylformamide), CN(C=O)C (dimethylformamide). Reaction conditions: time 30 minute. Yields the product C(C=C)[C@H]1C[C@H](CCC1)OCC=1N=C(OC1C)C1=CC(=CC=C1)C (4-(cis-3-Allylcyclohexyloxymethyl)-2-(3-methylphenyl)-5-methyloxazole). As a reaction SMILES: [CH2:1]([C@@H:4]1[CH2:9][CH2:8][CH2:7][C@H:6]([OH:10])[CH2:5]1)[CH:2]=[CH2:3].[H-].[Na+].I[CH2:14][C:15]1[N:16]=[C:17]([C:21]2[CH:26]=[CH:25][CH:24]=[C:23]([CH3:27])[CH:22]=2)[O:18][C:19]=1[CH3:20].CCOCC>CN(C)C=O>[CH2:1]([C@@H:4]1[CH2:9][CH2:8][CH2:7][C@H:6]([O:10][CH2:14][C:15]2[N:16]=[C:17]([C:21]3[CH:26]=[CH:25][CH:24]=[C:23]([CH3:27])[CH:22]=3)[O:18][C:19]=2[CH3:20])[CH2:5]1)[CH:2]=[CH2:3] |f:1.2|. Procedure details: 2 g of cis-3-allylcyclohexanol are dissolved in 30 ml of dimethylformamide, and 750 mg of sodium hydride (60% strength suspension in paraffin oil) are added. After 30 minutes, 6.7 g of 4-iodomethyl-5-methyl-2-(3-methylphenyl)oxazole, dissolved in 20 ml of dimethylformamide, are added dropwise. The mixture is stirred at room temperature for 1 hour. 200 ml of methy tert-buthyl ether are then added to the reaction mixture, and the mixture is washed three times with water. The organic phase is dried... The reactants are CCOC(=O)CC1=CSC(=N1)NC(=O)CSC2=NC(=O)CC(=[N+]2CC=C)N (1553d), ClC=1C=C(N2N=C(N=CC21)SC)C2=C(C=CC=C2)N(S(=O)(=O)C)C (N-[2-(5-Chloro-2-methylsulfanyl-pyrrolo[2,1-f][1,2,4]triazin-7-yl)-phenyl]-N-methyl-methanesulfonamide), C(Cl)Cl (Methylene chloride), [OH-].[Na+] (Sodium hydroxide), ClC1=CC(=CC=C1)C(=O)OO (m-Chloroperbenzoic acid), sulfone, ClC1=CC(=CC=C1)C(=O)OO (m-Chloroperbenzoic acid), C(C)(=O)O (Acetic acid), sulfoxide. Run in O (Water), O (water). Reaction conditions: temperature 60 celsius, time 90 minute. Yields the product ClC=1C=C(N2N=C(N=CC21)O)C2=C(C=CC=C2)N(S(=O)(=O)C)C (N-[2-(5-Chloro-2-hydroxy-pyrrolo[2,1-f][1,2,4]triazin-7-yl)-phenyl]-N-methyl-methanesulfonamide). Isolated yield 47.2%. RXN SMILES: CC[O:3]C(CC1N=C(NC(CSC2[N+](CC=C)=C(N)CC(=O)N=2)=O)SC=1)=O.[Cl:28][C:29]1[CH:30]=[C:31]([C:40]2[CH:45]=[CH:44][CH:43]=[CH:42][C:41]=2[N:46]([CH3:51])[S:47]([CH3:50])(=[O:49])=[O:48])[N:32]2[C:37]=1[CH:36]=[N:35][C:34](SC)=[N:33]2.C(Cl)Cl.ClC1C=CC=C(C(OO)=O)C=1.[OH-].[Na+].C(O)(=O)C>O>[Cl:28][C:29]1[CH:30]=[C:31]([C:40]2[CH:45]=[CH:44][CH:43]=[CH:42][C:41]=2[N:46]([CH3:51])[S:47]([CH3:50])(=[O:49])=[O:48])[N:32]2[C:37]=1[CH:36]=[N:35][C:34]([OH:3])=[N:33]2 |f:4.5|. Procedure: 1553d) N-[2-(5-Chloro-2-methylsulfanyl-pyrrolo[2,1-f][1,2,4]triazin-7-yl)-phenyl]-N-methyl-methanesulfonamide was dissolved in Methylene chloride (10 mL, 200 mmol) and m-Chloroperbenzoic acid (235 mg, 1.05 mmol) was added. After 90 min, additional m-Chloroperbenzoic acid (135 mg, 0.602 mmol) was added. Formation of the sulfoxide was concomitant with sulfone formation. After 1 h, the mixture was partitioned between satd. NaHCO3 (20 mL) and EtOAc (50 mL); the aq. was extracted with EtOAc (2×20 mL)... Starting materials: ClC(=O)OCC (ethyl chloroformate), N1(CCNCC1)CCNC(COC1=CC=C(C=C1)C=1CNC(NN1)=O)=O (N-[2-(1-piperazinyl)ethyl]-α-[4-(2,3,4,5-tetrahydro-3-oxo-1,2,4-triazin-6-yl)phenoxy]acetamide), C([O-])(O)=O.[Na+] (sodium bicarbonate), O (water). Solvent: O1CCCC1 (tetrahydrofuran). Reaction conditions: time 30 minute. The product is O.C(C)OC(=O)N1CCN(CC1)CCNC(COC1=CC=C(C=C1)C=1CNC(NN1)=O)=O.C(C)OC(=O)N1CCN(CC1)CCNC(COC1=CC=C(C=C1)C=1CNC(NN1)=O)=O (N-[2-(4-Ethoxycarbonyl-1-piperazinyl)ethyl]-α-[4-(2,3,4,5-tetrahydro-3-oxo-1,2,4-triazin-6-yl)phenoxy]acetamide hemihydrate). Reaction SMILES: Cl[C:2]([O:4][CH2:5][CH3:6])=[O:3].[N:7]1([CH2:13][CH2:14][NH:15][C:16](=[O:32])[CH2:17][O:18][C:19]2[CH:24]=[CH:23][C:22]([C:25]3[CH2:26][NH:27][C:28](=[O:31])[NH:29][N:30]=3)=[CH:21][CH:20]=2)[CH2:12][CH2:11][NH:10][CH2:9][CH2:8]1.C(=O)(O)[O-].[Na+].O>O1CCCC1>[OH2:3].[CH2:5]([O:4][C:2]([N:10]1[CH2:9][CH2:8][N:7]([CH2:13][CH2:14][NH:15][C:16](=[O:32])[CH2:17][O:18][C:19]2[CH:20]=[CH:21][C:22]([C:25]3[CH2:26][NH:27][C:28](=[O:31])[NH:29][N:30]=3)=[CH:23][CH:24]=2)[CH2:12][CH2:11]1)=[O:3])[CH3:6].[CH2:5]([O:4][C:2]([N:10]1[CH2:9][CH2:8][N:7]([CH2:13][CH2:14][NH:15][C:16](=[O:32])[CH2:17][O:18][C:19]2[CH:20]=[CH:21][C:22]([C:25]3[CH2:26][NH:27][C:28](=[O:31])[NH:29][N:30]=3)=[CH:23][CH:24]=2)[CH2:12][CH2:11]1)=[O:3])[CH3:6] |f:2.3,6.7.8|. Procedure details: 0.15 ml of ethyl chloroformate were added, whilst ice-cooling, to a mixture of 0.360 g of N-[2-(1-piperazinyl)ethyl]-α-[4-(2,3,4,5-tetrahydro-3-oxo-1,2,4-triazin-6-yl)phenoxy]acetamide [prepared as described in step (a) above], 0.13 g of sodium bicarbonate, 10 ml of water and 50 ml of tetrahydrofuran, and the mixture was stirred for 30 minutes. The reaction mixture was then concentrated by evaporation under reduced pressure, and the residue was purified by column chromatography through silica ge...